This data is from the Open Reaction Database (ORD), a public repository of structured organic reaction records. The task is: describe an organic reaction: reactants, conditions, products, and yield Starting materials: CC1C(CCCC1)N1CCCC1 (N-(2-methylcyclohexyl)pyrrolidine), CI (methyl iodide), CC1C(CCCC1)N1CCCC1 (N-(2-methylcyclohexyl)pyrrolidine). Product: [I-].C[N+]1(CCCC1)C1C(CCCC1)C (N-methyl-N-(2-methylcyclohexyl)pyrrolidinium iodide). Isolated yield 94.0%. Reaction SMILES: [CH3:1][CH:2]1[CH2:7][CH2:6][CH2:5][CH2:4][CH:3]1[N:8]1[CH2:12][CH2:11][CH2:10][CH2:9]1.[CH3:13][I:14]>>[I-:14].[CH3:13][N+:8]1([CH:3]2[CH2:4][CH2:5][CH2:6][CH2:7][CH:2]2[CH3:1])[CH2:12][CH2:11][CH2:10][CH2:9]1 |f:2.3|. Reported procedure: N-(2-methylcyclohexyl)pyrrolidine as synthesized in Example 3 above, was quaternized with methyl iodide using the procedure described in example 4 with the exception of using N-(2-methylcyclohexyl)pyrrolidine in place of N-cyclohexylpyrrolidine. The quaternization procedure afforded the desired N-methyl-N-(2-methylcyclohexyl)pyrrolidinium iodide in 94% yield as an off-white solid. This N-methyl-N-(2-methylcyclohexyl)pyrrolidinium iodide was ion-exchanged with BIO-RAD AGR 1-X* resin as described ... The reactants are O[C@@H]1C[C@@H](CCC1)OCC1=C(C(=O)OC)C(=CC=C1)C (methyl 2-((1R,3S)-3-hydroxycyclohexyloxy-methyl)-6-methylbenzoate), IC=1NC(OC1C)(C1=CC2=CC=CC=C2C=C1)C (4-iodo-methyl-5-methyl-2-naphthalen-2-yloxazole), [H-].[Na+] (sodium hydride), C(C)(C)(C)OC (methyl tert-butyl ether). Solvent: CN(C=O)C (dimethylformamide). Reaction conditions: time 1 hour. Product: CC1=C(C(=O)OC)C(=CC=C1)CO[C@H]1C[C@H](CCC1)OCC=1N=C(OC1C)C1=CC2=CC=CC=C2C=C1 (Methyl 2-methyl-6-[(1R,3S)-3-(5-methyl-2-naphthalen-2-yloxazol-4-ylmethoxy)-cyclohexyloxymethyl]benzoate). RXN SMILES: [H-].[Na+].[OH:3][C@H:4]1[CH2:9][CH2:8][CH2:7][C@@H:6]([O:10][CH2:11][C:12]2[CH:21]=[CH:20][CH:19]=[C:18]([CH3:22])[C:13]=2[C:14]([O:16][CH3:17])=[O:15])[CH2:5]1.I[C:24]1[NH:25][C:26](C)([C:30]2[CH:39]=[CH:38][C:37]3[C:32](=[CH:33][CH:34]=[CH:35][CH:36]=3)[CH:31]=2)[O:27][C:28]=1[CH3:29].[C:41](OC)(C)(C)C>CN(C)C=O>[CH3:22][C:18]1[CH:19]=[CH:20][CH:21]=[C:12]([CH2:11][O:10][C@@H:6]2[CH2:7][CH2:8][CH2:9][C@H:4]([O:3][CH2:41][C:24]3[N:25]=[C:26]([C:30]4[CH:39]=[CH:38][C:37]5[C:32](=[CH:33][CH:34]=[CH:35][CH:36]=5)[CH:31]=4)[O:27][C:28]=3[CH3:29])[CH2:5]2)[C:13]=1[C:14]([O:16][CH3:17])=[O:15] |f:0.1|. Procedure: At room temperature, 50 mg of a 60% strength suspension of sodium hydride are added to a solution of 200 mg of methyl 2-((1R,3S)-3-hydroxycyclohexyloxy-methyl)-6-methylbenzoate in 5 ml of dimethylformamide, and 380 mg of 4-iodo-methyl-5-methyl-2-naphthalen-2-yloxazole are then added. After one hour, methyl tert-butyl ether is added and the mixture is extracted with water. The organic phase is dried over magnesium sulfate, the solvents are removed under reduced pressure and the residue is purifie... Starting materials: CC(C)([O-])C.[K+] (Potassium t-butoxide), 1,4-butanebis(triphenylphosphonium)dibromide, C1=CC=CC=C1 (benzene), CC=1SC(=CC1C(C(=O)C1=C(SC(=C1)C)C)=O)C (1,2-bis(2,5-dimethyl-3-thienyl)ethanedione), C1=CC=CC=C1 (benzene). Run at time 45 minute. Yields the product CC=1SC(=CC1C=1C=CCCC1C1=C(SC(=C1)C)C)C (3,4-bis(2,5-dimethyl-3-thienyl)cyclohexadiene). Yield: 25.0%. RXN SMILES: CC(C)([O-])C.[K+].[CH3:7][C:8]1[S:9][C:10]([CH3:24])=[CH:11][C:12]=1[C:13](=O)[C:14]([C:16]1[CH:20]=[C:19]([CH3:21])[S:18][C:17]=1[CH3:22])=O.[CH:25]1[CH:30]=CC=[CH:27][CH:26]=1>>[CH3:7][C:8]1[S:9][C:10]([CH3:24])=[CH:11][C:12]=1[C:13]1[CH:30]=[CH:25][CH2:26][CH2:27][C:14]=1[C:16]1[CH:20]=[C:19]([CH3:21])[S:18][C:17]=1[CH3:22] |f:0.1|. Reported procedure: Potassium t-butoxide (163 mg, 1.45 mmol) was added to a suspension of 1,4-butanebis(triphenylphosphonium)dibromide (537 mg, 0.725 mmol) in benzene (50 mL). The reaction was stirred for 45 min at room temperature. The resulting orange solution was heated to reflux and treated drop-wise with a solution of 1,2-bis(2,5-dimethyl-3-thienyl)ethanedione 23 (202 mg, 0.72 mmol) in benzene (25 mL). The reaction mixture was stirred at reflux for 20 min, at which point the heating mantle was removed and the ... Reactants: ClC1=C(C=CC=C1)C1=NCC=2N(C3=C1C=C(C=C3)[N+](=O)[O-])C(=NN2)C (6-(2-chlorophenyl)-1-methyl-8-nitro-4H-s-triazolo[4,3-a][1,4]benzodiazepine), O1CCCC1 (tetrahydrofuran), O.O.O.C(C)(=O)[O-].[Na+] (sodium acetate trihydrate), stannous chloride dihydrate, N (ammonia). Run in CO (methanol). Run at time 1 hour. Yields the product ClC1=C(C=CC=C1)C1=NCC=2N(C3=C1C=C(C=C3)NO)C(=NN2)C (6-(2-Chlorophenyl)-8-hydroxyamino-1-methyl-4H-S-triazolo[4,3-a][1,4]benzodiazepine). As a reaction SMILES: [Cl:1][C:2]1[CH:7]=[CH:6][CH:5]=[CH:4][C:3]=1[C:8]1[C:14]2[CH:15]=[C:16]([N+:19]([O-])=[O:20])[CH:17]=[CH:18][C:13]=2[N:12]2[C:22]([CH3:25])=[N:23][N:24]=[C:11]2[CH2:10][N:9]=1.O1CCCC1.O.O.O.C([O-])(=O)C.[Na+].N>CO>[Cl:1][C:2]1[CH:7]=[CH:6][CH:5]=[CH:4][C:3]=1[C:8]1[C:14]2[CH:15]=[C:16]([NH:19][OH:20])[CH:17]=[CH:18][C:13]=2[N:12]2[C:22]([CH3:25])=[N:23][N:24]=[C:11]2[CH2:10][N:9]=1 |f:2.3.4.5.6|. Procedure: A mixture of 3.55 g (0.01 m) of 6-(2-chlorophenyl)-1-methyl-8-nitro-4H-s-triazolo[4,3-a][1,4]benzodiazepine, 200 ml of tetrahydrofuran, 100 ml of methanol, 13.6 g of sodium acetate trihydrate and 12 g of stannous chloride dihydrate was stirred at room temperature for 1 hr under nitrogen atmosphere. After addition of 5 ml of conc. aqueous ammonia the inorganic material was separated by filtration over celite. The filter cake was washed with 500 ml of methylene chloride containing 20% of ethanol. ... The reactants are C(CCCCCCCCC)C1CC2=CC=C(C=C2C1)C1=NC=C(C=N1)O (2-(2-decylindan-5-yl)pyrimidine-5-ol), C(CCCCCCC)C1=CC2=C(N=C(S2)C2=CC=C(C=C2)O)C=C1 (4-(6-octylbenzothiazole-2-yl)phenol), C1(=CC=C(C=C1)S(=O)(=O)OCCCC1=CC=CC=C1)C (3-phenylpropyl p-toluenesulfonate). The product is C1(=CC=C(C=C1)S(=O)(=O)OCCCCCC1CCCCC1)C (5-cyclohexylpentyl p-toluenesulfonate). Isolated yield 62.4%. As a reaction SMILES: [CH2:1]([CH:11]1[CH2:19][C:18]2[C:13](=[CH:14][CH:15]=[C:16](C3N=CC(O)=CN=3)[CH:17]=2)C1)[CH2:2][CH2:3]CCCCCCC.C(C1C=CC2N=C(C3C=CC(O)=CC=3)SC=2C=1)CCCCCCC.[C:51]1([CH3:70])[CH:56]=[CH:55][C:54]([S:57]([O:60]CCCC2C=CC=CC=2)(=[O:59])=[O:58])=[CH:53][CH:52]=1>>[C:51]1([CH3:70])[CH:52]=[CH:53][C:54]([S:57]([O:60][CH2:3][CH2:2][CH2:1][CH2:11][CH2:19][CH:18]2[CH2:17][CH2:16][CH2:15][CH2:14][CH2:13]2)(=[O:58])=[O:59])=[CH:55][CH:56]=1. Procedure details: An objective product was prepared in the same manner as in Example 2 except that 2-(2-decylindan-5-yl)pyrimidine-5-ol was changed to 4-(6-octylbenzothiazole-2-yl)phenol and 3-phenylpropyl p-toluenesulfonate was changed to 5-cyclohexylpentyl p-toluenesulfonate (Yield: 62.4%). The reactants are O (water), FC=1C(=C(C(=O)O)C=CC1C(F)(F)F)C (3-fluoro-2-methyl-4-trifluoromethylbenzoic acid), C[S-].[Na+] (sodium thiomethoxide), [H-].[Na+] (NaH). Run in CN(C=O)C (N,N-dimethylformamide). Run at temperature 80 celsius, time 10 minute. The product is CC1=C(C(=O)O)C=CC(=C1SC)C(F)(F)F (2-methyl-3-methylthio-4-trifluoromethylbenzoic acid). As a reaction SMILES: F[C:2]1[C:3]([CH3:15])=[C:4]([CH:8]=[CH:9][C:10]=1[C:11]([F:14])([F:13])[F:12])[C:5]([OH:7])=[O:6].[H-].[Na+].[CH3:18][S-:19].[Na+].O>CN(C)C=O>[CH3:15][C:3]1[C:2]([S:19][CH3:18])=[C:10]([C:11]([F:14])([F:13])[F:12])[CH:9]=[CH:8][C:4]=1[C:5]([OH:7])=[O:6] |f:1.2,3.4|. Procedure: 300 mg (1.35 mmol) of 3-fluoro-2-methyl-4-trifluoromethylbenzoic acid were initially charged in 5 ml of N,N-dimethylformamide, and 59 mg (purity 60% by weight, 1.49 mmol) of NaH were added. The mixture was stirred for 10 min, and 199 mg (purity 95% by weight, 2.70 mmol) of sodium thiomethoxide were then added. The mixture was stirred at RT for 1.5 h and then heated at 80° C. for 16 h. The reaction mixture was cooled and, for workup, poured into water and extracted with ethyl acetate, and the aqu... Starting materials: FC(C=1C=C(OC2=NC=C(C=C2)C(F)(F)F)C=CC1)=C1CCNCC1 (2-(3-(fluoro(piperidin-4-ylidene)methyl)phenoxy)-5-(trifluoromethyl)pyridine), N1=CC(=CC=C1)NC(OC1=CC=CC=C1)=O (phenyl pyridin-3-ylcarbamate). The reagents and catalysts are C(C)N(CC)CC (triethyl amine). Solvent: CS(=O)C (DMSO), O (water). Reaction conditions: time 12 hour. Product: FC(=C1CCN(CC1)C(=O)NC=1C=NC=CC1)C1=CC(=CC=C1)OC1=NC=C(C=C1)C(F)(F)F (4-(fluoro(3-(5-(trifluoromethyl)pyridin-2-yloxy)phenyl)methylene)-N-(pyridin-3-yl)piperidine-1-carboxamide). The yield is 74.6%. As a reaction SMILES: [F:1][C:2](=[C:20]1[CH2:25][CH2:24][NH:23][CH2:22][CH2:21]1)[C:3]1[CH:4]=[C:5]([CH:17]=[CH:18][CH:19]=1)[O:6][C:7]1[CH:12]=[CH:11][C:10]([C:13]([F:16])([F:15])[F:14])=[CH:9][N:8]=1.[N:26]1[CH:31]=[CH:30][CH:29]=[C:28]([NH:32][C:33](=O)[O:34]C2C=CC=CC=2)[CH:27]=1>CS(C)=O.C(N(CC)CC)C.O>[F:1][C:2]([C:3]1[CH:19]=[CH:18][CH:17]=[C:5]([O:6][C:7]2[CH:12]=[CH:11][C:10]([C:13]([F:15])([F:16])[F:14])=[CH:9][N:8]=2)[CH:4]=1)=[C:20]1[CH2:25][CH2:24][N:23]([C:33]([NH:32][C:28]2[CH:27]=[N:26][CH:31]=[CH:30][CH:29]=2)=[O:34])[CH2:22][CH2:21]1. Procedure: To a solution of 2-(3-(fluoro(piperidin-4-ylidene)methyl)phenoxy)-5-(trifluoromethyl)pyridine (110 mg, 0.312 mmol) and phenyl pyridin-3-ylcarbamate (66.8 mg, 0.312 mmol) in DMSO (2 mL) under N2 was added 3 drops of triethyl amine and the reaction mixture was stirred for 12 h. The reaction mixture was diluted with water and extracted with EtOAc. The organic layer was washed several times with water to remove the excess DMSO. The title compound was crystallized from CH2Cl2 and hexane to give the p... Reactants: FC=1C=C(CN2N=CC3=CC(=CC=C23)NC2=NC=NC3=CC=CC(=C23)O[C@@H](C(=O)OC)C)C=CC1 (methyl (2R)-2-[(4-{[1-(3-fluorobenzyl)-1H-indazol-5-yl]amino}quinazolin-5-yl)oxy]propanoate), N1CCCC1 (pyrrolidine). Product: FC=1C=C(CN2N=CC3=CC(=CC=C23)NC2=NC=NC3=CC=CC(=C23)O[C@@H](C(N2CCCC2)=O)C)C=CC1 (N-[1-(3-fluorobenzyl)-1H-indazol-5-yl]-5-[(1R)-1-methyl-2-oxo-2-pyrrolidin-1-ylethoxy]-quinazolin-4-amine). Yield: 77.6%. As a reaction SMILES: [F:1][C:2]1[CH:3]=[C:4]([CH:33]=[CH:34][CH:35]=1)[CH2:5][N:6]1[C:14]2[C:9](=[CH:10][C:11]([NH:15][C:16]3[C:25]4[C:20](=[CH:21][CH:22]=[CH:23][C:24]=4[O:26][C@H:27]([CH3:32])[C:28](OC)=[O:29])[N:19]=[CH:18][N:17]=3)=[CH:12][CH:13]=2)[CH:8]=[N:7]1.[NH:36]1[CH2:40][CH2:39][CH2:38][CH2:37]1>>[F:1][C:2]1[CH:3]=[C:4]([CH:33]=[CH:34][CH:35]=1)[CH2:5][N:6]1[C:14]2[C:9](=[CH:10][C:11]([NH:15][C:16]3[C:25]4[C:20](=[CH:21][CH:22]=[CH:23][C:24]=4[O:26][C@H:27]([CH3:32])[C:28](=[O:29])[N:36]4[CH2:40][CH2:39][CH2:38][CH2:37]4)[N:19]=[CH:18][N:17]=3)=[CH:12][CH:13]=2)[CH:8]=[N:7]1. Procedure: Using the same procedure as in Example 26, methyl (2R)-2-[(4-{[1-(3-fluorobenzyl)-1H-indazol-5-yl]amino}quinazolin-5-yl)oxy]propanoate (250 mg, 0.53 mmol) was reacted with pyrrolidine (0.44 ml, 5.3 mmol) to give the title compound as a white solid (210 mg, 77%), except that the mixture was heated at 55° C. for 20 hours and purified by chromatography on silica gel (eluant: 3% methanol in DCM); NMR Spectrum 1.60 (d, 3H), 1.82 (m, 2H), 1.94 (m, 2H), 3.5-3.3 (m, 3H), 3.76 (m, 1H), 5.62 (q, 1H), 5.70... Reactants: CCOC(=O)C(Cc1ccc(OCCNC(=O)c2ccc(-c3ccccn3)cc2)cc1)Oc1ccc(F)cc1, [Na+], [OH-]. Yields the product O=C(NCCOc1ccc(CC(Oc2ccc(F)cc2)C(=O)O)cc1)c1ccc(-c2ccccn2)cc1. RXN SMILES: [F:1][c:2]1[cH:3][cH:4][c:5]([O:6][CH:7]([C:8](=[O:9])[O:10][CH2:11][CH3:12])[CH2:13][c:14]2[cH:15][cH:16][c:17]([O:20][CH2:21][CH2:22][NH:23][C:24]([c:25]3[cH:26][cH:27][c:28](-[c:31]4[n:32][cH:33][cH:34][cH:35][cH:36]4)[cH:29][cH:30]3)=[O:37])[cH:18][cH:19]2)[cH:38][cH:39]1.[Na+:41].[OH-:40]>>[F:1][c:2]1[cH:3][cH:4][c:5]([O:6][CH:7]([C:8](=[O:9])[OH:10])[CH2:13][c:14]2[cH:15][cH:16][c:17]([O:20][CH2:21][CH2:22][NH:23][C:24]([c:25]3[cH:26][cH:27][c:28](-[c:31]4[n:32][cH:33][cH:34][cH:35][cH:36]4)[cH:29][cH:30]3)=[O:37])[cH:18][cH:19]2)[cH:38][cH:39]1.